This data is from the Open Reaction Database (ORD), a public repository of structured organic reaction records. The task is: describe an organic reaction: reactants, conditions, products, and yield Reactants: ClC1=C(C(=O)NC=2C(=NC=CC2)N(C2=CC=CC=C2)C)C=CC=C1 (2-chloro-N-[2-(methylphenylamino)-3-pyridinyl]benzamide), P(=O)(Cl)(Cl)Cl (phosphorus oxychloride). Yields the product ClC1=C(C=CC=C1)C1=NC2=C(N(C3=C1C=CC=C3)C)N=CC=C2 (6-(2-Chlorophenyl)-11-methyl-11H-pyrido[2,3-b][1,4]benzodiazepine). As a reaction SMILES: [Cl:1][C:2]1[CH:24]=[CH:23][CH:22]=[CH:21][C:3]=1[C:4]([NH:6][C:7]1[C:8]([N:13]([CH3:20])[C:14]2[CH:19]=[CH:18][CH:17]=[CH:16][CH:15]=2)=[N:9][CH:10]=[CH:11][CH:12]=1)=O.P(Cl)(Cl)(Cl)=O>>[Cl:1][C:2]1[CH:24]=[CH:23][CH:22]=[CH:21][C:3]=1[C:4]1[C:15]2[CH:16]=[CH:17][CH:18]=[CH:19][C:14]=2[N:13]([CH3:20])[C:8]2[N:9]=[CH:10][CH:11]=[CH:12][C:7]=2[N:6]=1. Procedure details: Following the procedure of Example 58, 2-chloro-N-[2-(methylphenylamino)-3-pyridinyl]benzamide was cyclized to the title compound with phosphorus oxychloride and isolated, recrystallizing from isopropyl alcohol as yellow solid, m.p. 131.5°-133° C. The reactants are COC(CCC1=NC(=NO1)C1=CC=C(C=C1)S(=O)(=O)N1CCC(CC1)C(OC)OC)=O (3-[3-(4-{[4-(dimethoxymethyl)-1-piperidinyl]sulfonyl}-phenyl)-1,2,4-oxadiazol-5-yl]propanoic acid methyl ester). The solvent is C(Cl)Cl (CH2Cl2), C(=O)(C(F)(F)F)O (TFA). Reaction conditions: time 45 minute. Yields the product COC(CCC1=NC(=NO1)C1=CC=C(C=C1)S(=O)(=O)N1CCC(CC1)C=O)=O (3-[3-(4-{[4-Formyl-1-piperidinyl]sulfonyl}phenyl)-1,2,4-oxadiazol-5-yl]propanoic Acid Methyl Ester). Yield: 223.1%. RXN SMILES: [CH3:1][O:2][C:3](=[O:31])[CH2:4][CH2:5][C:6]1[O:10][N:9]=[C:8]([C:11]2[CH:16]=[CH:15][C:14]([S:17]([N:20]3[CH2:25][CH2:24][CH:23]([CH:26](OC)[O:27]C)[CH2:22][CH2:21]3)(=[O:19])=[O:18])=[CH:13][CH:12]=2)[N:7]=1>C(Cl)Cl.C(O)(C(F)(F)F)=O>[CH3:1][O:2][C:3](=[O:31])[CH2:4][CH2:5][C:6]1[O:10][N:9]=[C:8]([C:11]2[CH:12]=[CH:13][C:14]([S:17]([N:20]3[CH2:25][CH2:24][CH:23]([CH:26]=[O:27])[CH2:22][CH2:21]3)(=[O:18])=[O:19])=[CH:15][CH:16]=2)[N:7]=1. Procedure details: The intermediate 3-[3-(4-{[4-(dimethoxymethyl)-1-piperidinyl]sulfonyl}-phenyl)-1,2,4-oxadiazol-5-yl]propanoic acid methyl ester(0.13 g, 0.22 mmol) was dissolved in 10 mL of CH2Cl2 containing 1 mL of TFA and stirred at ambient temperature for 45 minutes. The reaction mixture was concentrated in vacuo to an oil. The residue was partitioned with CH2Cl2 and sat'd NaHCO3. The organic base was dried (Na2SO4) and concentrated in vacuo to give the product (0.2 g) as a clear oil which was used as is. Reactants: NS(=O)(=O)c1c(Cl)sc(Cl)c1Br, CC(C)(C)OC(=O)N1C2CCC1CC(=C(C#N)C(=O)O)C2, CN(C)c1ccncc1, CCN(C(C)C)C(C)C, CN(C)C=O. Product: CC(C)(C)OC(=O)N1C2CCC1CC(=C(C#N)C(=O)NS(=O)(=O)c1c(Cl)sc(Cl)c1Br)C2. RXN SMILES: [Br:31][c:32]1[c:33]([S:39](=[O:40])(=[O:41])[NH2:42])[c:34]([Cl:38])[s:35][c:36]1[Cl:37].[C:10]([CH3:11])([CH3:12])([CH3:13])[O:14][C:15](=[O:16])[N:17]1[CH:18]2[CH2:19][C:20](=[C:25]([C:26]#[N:27])[C:28](=[O:29])[OH:30])[CH2:21][CH:22]1[CH2:23][CH2:24]2.[CH3:48][N:49]([c:50]1[cH:51][cH:52][n:53][cH:54][cH:55]1)[CH3:56].[CH:1]([N:2]([CH2:3][CH3:4])[CH:5]([CH3:6])[CH3:7])([CH3:8])[CH3:9].[O:43]=[CH:44][N:45]([CH3:46])[CH3:47]>>[C:10]([CH3:11])([CH3:12])([CH3:13])[O:14][C:15](=[O:16])[N:17]1[CH:18]2[CH2:19][C:20](=[C:25]([C:26]#[N:27])[C:28](=[O:30])[NH:42][S:39]([c:33]3[c:32]([Br:31])[c:36]([Cl:37])[s:35][c:34]3[Cl:38])(=[O:40])=[O:41])[CH2:21][CH:22]1[CH2:23][CH2:24]2. Starting materials: COC(C1=CC(=CC=C1)CC(C)(C)NC[C@@H](C1=CC(=C(C=C1)O)CO)O[Si](C)(C)C(C)(C)C)=O (3-{2-[(2R)-2-(tert-butyldimethylsilanyloxy)-2-(4-hydroxy-3-hydroxymethyl-phenyl)ethylamino]-2-methylpropyl}benzoic acid methyl ester), [OH-].[Na+] (sodium hydroxide), O (water). The solvent is O1CCOCC1 (dioxane). Yields the product [Si](C)(C)(C(C)(C)C)O[C@@H](CNC(CC=1C=C(C(=O)O)C=CC1)(C)C)C1=CC(=C(C=C1)O)CO (3-{2-[(2R)-2-(tert-butyldimethylsilanyloxy)-2-(4-hydroxy-3-hydroxymethyl-phenyl)ethylamino]-2-methylpropyl}benzoic acid). The yield is 87.7%. RXN SMILES: C[O:2][C:3](=[O:34])[C:4]1[CH:9]=[CH:8][CH:7]=[C:6]([CH2:10][C:11]([NH:14][CH2:15][C@H:16]([O:26][Si:27]([C:30]([CH3:33])([CH3:32])[CH3:31])([CH3:29])[CH3:28])[C:17]2[CH:22]=[CH:21][C:20]([OH:23])=[C:19]([CH2:24][OH:25])[CH:18]=2)([CH3:13])[CH3:12])[CH:5]=1.[OH-].[Na+].O>O1CCOCC1>[Si:27]([O:26][C@H:16]([C:17]1[CH:22]=[CH:21][C:20]([OH:23])=[C:19]([CH2:24][OH:25])[CH:18]=1)[CH2:15][NH:14][C:11]([CH3:13])([CH3:12])[CH2:10][C:6]1[CH:5]=[C:4]([CH:9]=[CH:8][CH:7]=1)[C:3]([OH:34])=[O:2])([C:30]([CH3:31])([CH3:32])[CH3:33])([CH3:29])[CH3:28] |f:1.2|. Procedure: 3-{2-[(2R)-2-(tert-butyldimethylsilanyloxy)-2-(4-hydroxy-3-hydroxymethyl-phenyl)ethylamino]-2-methylpropyl}benzoic acid methyl ester (Preparation 36) (1.50 g, 3.08 mmol), aqueous sodium hydroxide solution (5M, 3.07 ml, 15.0 mmol), water (2 ml) and dioxane (20 ml) were stirred at room temperature for 18 hours. The solvent was removed in vacuo and the residue dissolved in water (30 ml) and acidified with aqueous hydrochloric acid (1N, 15.38 ml). The resulting white precipitate was filtered off and... Starting materials: N1=CC(=CC=C1)CC=1C(NC(=NC1)SC)=O (5-(3-pyridylmethyl)-2-methylthio-4-pyrimidone), C(C1=CC=CC=C1)SCCN (2-(benzylthio)ethylamine). Solvent: N1=CC=CC=C1 (pyridine). The product is N1=CC(=CC=C1)CC=1C(NC=NC1)=O (5-(3-pyridylmethyl)-4-pyrimidone). RXN SMILES: [N:1]1[CH:6]=[CH:5][CH:4]=[C:3]([CH2:7][C:8]2[C:9](=[O:16])[NH:10][C:11](SC)=[N:12][CH:13]=2)[CH:2]=1.C(SCCN)C1C=CC=CC=1>N1C=CC=CC=1>[N:1]1[CH:6]=[CH:5][CH:4]=[C:3]([CH2:7][C:8]2[C:9](=[O:16])[NH:10][CH:11]=[N:12][CH:13]=2)[CH:2]=1. Procedure details: A mixture of 5-(3-pyridylmethyl)-2-methylthio-4-pyrimidone (1.0 g),2-(benzylthio)ethylamine (1.06 g) and dry pyridine (30 ml) was heated under reflux for 40 hours and evaporated to dryness. Water was added to the residue and the mixture was extracted with chloroform (discarded). The aqueous phase was adjusted to pH 7 and was extracted with chloroform. This extract was evaporated to dryness and the residue was recrystallised from ethanol to give 2-[2-benzylthio)ethylamino]-5-(3-pyridylmethyl)-4-p... The reactants are I (Hydrogen iodide), COC1=CC(=CC(=C1)C)OC (1,3-dimethoxy-5-methylbenzene). Conditions: time 3 hour. Product: CC=1C=C(C=C(O)C1)O (5-methylresorcinol). Reaction SMILES: I.C[O:3][C:4]1[CH:9]=[C:8]([CH3:10])[CH:7]=[C:6]([O:11]C)[CH:5]=1>>[CH3:10][C:8]1[CH:7]=[C:6]([OH:11])[CH:5]=[C:4]([CH:9]=1)[OH:3]. Procedure: Methylmagnesium bromide (35 g) was added to 1,3-dimethoxy-5-benzoyl chloride (100 g) to obtain 1,3-dimethoxy-methylphenone in a yield of 45%. Then, the reduction was conducted by adding water (300 cc), concentrated hydrochloric acid (300 cc) and 1,3-dimethoxy-methylphenone (100 g) to zinc amalgam obtained from zinc (400 g) and mercuric chloride (20 g). Further, concentrated hydrochloric acid (10 to 15 cc) was added every one hour. After the completion of the reaction, the reaction solution was c... The reactants are Cc1cc(C#N)ccc1Br, CC(C)(C)[O-], CO, Cl, [K+], NO, O. Product: Cc1cc(C(=N)NO)ccc1Br. As a reaction SMILES: [Br:1][c:2]1[c:3]([CH3:10])[cH:4][c:5]([C:6]#[N:7])[cH:8][cH:9]1.[CH3:14][C:15]([CH3:16])([O-:17])[CH3:18].[CH3:21][OH:22].[ClH:11].[K+:19].[NH2:12][OH:13].[OH2:20]>>[Br:1][c:2]1[c:3]([CH3:10])[cH:4][c:5]([C:6](=[NH:7])[NH:12][OH:13])[cH:8][cH:9]1. Starting materials: Cc1ccc(-c2ccn[nH]c2=O)cc1-n1c(C)ccc1C, CN([SiH](C)C)[Si](C)(C)C, CI, [K], CN(C)C=O, O. Yields the product Cc1ccc(-c2ccnn(C)c2=O)cc1-n1c(C)ccc1C. Reaction SMILES: [CH3:1][c:2]1[n:3](-[c:8]2[cH:9][c:10](-[c:15]3[c:16](=[O:21])[nH:17][n:18][cH:19][cH:20]3)[cH:11][cH:12][c:13]2[CH3:14])[c:4]([CH3:7])[cH:5][cH:6]1.[CH3:22][SiH:23]([CH3:24])[N:25]([CH3:26])[Si:27]([CH3:28])([CH3:29])[CH3:30].[CH3:32][I:33].[K:31].[O:35]=[CH:36][N:37]([CH3:38])[CH3:39].[OH2:34]>>[CH3:1][c:2]1[n:3](-[c:8]2[cH:9][c:10](-[c:15]3[c:16](=[O:21])[n:17]([CH3:22])[n:18][cH:19][cH:20]3)[cH:11][cH:12][c:13]2[CH3:14])[c:4]([CH3:7])[cH:5][cH:6]1. Reactants: CN(C)Cc1cn(C(=O)OC(C)(C)C)c2ncccc12, Cc1ccccc1, CC(C)OC(=O)Cl, O. Product: CC(C)(C)OC(=O)n1cc(CCl)c2cccnc21. Reaction SMILES: [C:1]([CH3:2])([CH3:3])([CH3:4])[O:5][C:6](=[O:7])[n:8]1[cH:9][c:10]([CH2:17][N:18]([CH3:19])[CH3:20])[c:11]2[c:12]1[n:13][cH:14][cH:15][cH:16]2.[CH3:29][c:30]1[cH:31][cH:32][cH:33][cH:34][cH:35]1.[Cl:21][C:22]([O:23][CH:24]([CH3:25])[CH3:26])=[O:27].[OH2:28]>>[C:1]([CH3:2])([CH3:3])([CH3:4])[O:5][C:6](=[O:7])[n:8]1[cH:9][c:10]([CH2:17][Cl:21])[c:11]2[c:12]1[n:13][cH:14][cH:15][cH:16]2.